From a dataset of the Open Reaction Database (ORD), a public repository of structured organic reaction records. describe an organic reaction: reactants, conditions, products, and yield The reactants are ClC1=CC(=C(C=N1)N)I (6-chloro-4-iodo-pyridin-3-ylamine), FC1=NC=C(C=C1B(O)O)Br (2-fluoro-5-bromopyridine-3-boronic acid), 1,1′-[bis(diphenylphosphino)ferrocene]dichloropalladium(II). The solvent is C(C)#N (acetonitrile), [F-].[K+] (potassium fluoride). Run at temperature 80 celsius. Yields the product BrC=1C=C(C(=NC1)F)C1=C(C=NC(=C1)Cl)N (5-Bromo-6′-chloro-2-fluoro-[3,4′]bipyridinyl-3′-ylamine). Isolated yield 48.6%. Reaction SMILES: [Cl:1][C:2]1[N:7]=[CH:6][C:5]([NH2:8])=[C:4](I)[CH:3]=1.[F:10][C:11]1[C:16](B(O)O)=[CH:15][C:14]([Br:20])=[CH:13][N:12]=1>C(#N)C.[F-].[K+]>[Br:20][C:14]1[CH:15]=[C:16]([C:4]2[CH:3]=[C:2]([Cl:1])[N:7]=[CH:6][C:5]=2[NH2:8])[C:11]([F:10])=[N:12][CH:13]=1 |f:3.4|. Procedure: A mixture of 6-chloro-4-iodo-pyridin-3-ylamine (2.37 g, 9.31 mmol), 2-fluoro-5-bromopyridine-3-boronic acid (2.64 g, 12.0 mmol) and 1,1′-[bis(diphenylphosphino)ferrocene]dichloropalladium(II) (0.76 g, 0.93 mmol) in acetonitrile (35 mL) and 1N aqueous potassium fluoride solution (35 mL) was degassed with nitrogen for 20 minutes. The reaction mixture was heated at 80° C. for 3 h, allowed to cool to ambient temperature then partitioned between ethyl acetate (100 mL) and water (75 mL). The organic l... Starting materials: CC(CCNNC(=O)OC(C)(C)C)n1cnc(-c2cccnc2)c1, CO, Cl. Yields the product CC(CCNN)n1cnc(-c2cccnc2)c1. As a reaction SMILES: [CH3:1][C:2]([O:3][C:4](=[O:5])[NH:8][NH:9][CH2:10][CH2:11][CH:12]([CH3:13])[n:14]1[cH:15][n:16][c:17](-[c:19]2[cH:20][n:21][cH:22][cH:23][cH:24]2)[cH:18]1)([CH3:6])[CH3:7].[CH3:26][OH:27].[ClH:25]>>[NH2:8][NH:9][CH2:10][CH2:11][CH:12]([CH3:13])[n:14]1[cH:15][n:16][c:17](-[c:19]2[cH:20][n:21][cH:22][cH:23][cH:24]2)[cH:18]1. Reactants: ClC1=C(C(=O)OC)C=CC=C1[N+](=O)[O-] (methyl 2-chloro-3-nitrobenzoate), B(O)O (boronic acid), C1CCOC1 (THF), C(=O)([O-])[O-].[Na+].[Na+] (Na2CO3). Reagents/catalysts: C=1C=CC(=CC1)[P](C=2C=CC=CC2)(C=3C=CC=CC3)[Pd]([P](C=4C=CC=CC4)(C=5C=CC=CC5)C=6C=CC=CC6)([P](C=7C=CC=CC7)(C=8C=CC=CC8)C=9C=CC=CC9)[P](C=1C=CC=CC1)(C=1C=CC=CC1)C=1C=CC=CC1 (tetrakis(triphenylphosphine)palladium(0)). The product is COC(C1=C(C(=CC=C1)[N+](=O)[O-])C1=CC=2CCC(CC2C=C1)OC)=O (2-(6-Methoxy-5,6,7,8-tetrahydronaphthalen-2-yl)-3-nitrobenzoic Acid Methyl Ester). Isolated yield 43.0%. As a reaction SMILES: Cl[C:2]1[C:11]([N+:12]([O-:14])=[O:13])=[CH:10][CH:9]=[CH:8][C:3]=1[C:4]([O:6][CH3:7])=[O:5].B(O)O.[C:18]([O-:21])([O-])=O.[Na+].[Na+].[CH2:24]1[CH2:28]O[CH2:26][CH2:25]1>C1C=CC([P]([Pd]([P](C2C=CC=CC=2)(C2C=CC=CC=2)C2C=CC=CC=2)([P](C2C=CC=CC=2)(C2C=CC=CC=2)C2C=CC=CC=2)[P](C2C=CC=CC=2)(C2C=CC=CC=2)C2C=CC=CC=2)(C2C=CC=CC=2)C2C=CC=CC=2)=CC=1>[CH3:7][O:6][C:4](=[O:5])[C:3]1[CH:8]=[CH:9][CH:10]=[C:11]([N+:12]([O-:14])=[O:13])[C:2]=1[C:24]1[CH:28]=[CH:11][C:2]2[CH2:3][CH:8]([O:21][CH3:18])[CH2:9][CH2:10][C:26]=2[CH:25]=1 |f:2.3.4,^1:32,34,53,72|. Procedure: A solution of 5.69 g (26.5 mmol) of methyl 2-chloro-3-nitrobenzoate and 6.00 g (29.1 mmol) of the boronic acid from Part A in 110 mL of THF was treated with 1.68 g of tetrakis(triphenylphosphine)palladium(0) followed by 29.1 mL (58.2 mmol) of 2.0 N Na2CO3. The mixture was flushed with a stream of N2 and heated to mild reflux for 48 hrs. The reaction was allowed to cool and was extracted with EtOAc (5×100 mL). The combined organic layers were washed sequentially with H2O, 1 N aq HCl, saturated aq... Starting materials: [OH-].[K+] (KOH), OC1=NSC(=C1C#N)SC (3-hydroxy-4-cyano-5-methylthioisothiazole), CC(C)(OCC#C)Cl (1,1-dimethyl-2-propynyloxymethyl chloride), II (iodine), [I-].[K+] (potassium iodide). Solvent: CN(C)C=O (DMF). Reaction conditions: temperature 50 celsius, time 1 hour. The product is IC#CCOC(OC1=NSC(=C1C#N)SC)(C)C (3-(3-iodo-l,l-dimethyl-2-propynyloxymethyloxy)-4-cyano-5-methylthioisothiazole). Isolated yield 60.0%. Reaction SMILES: [OH:1][C:2]1[C:6]([C:7]#[N:8])=[C:5]([S:9][CH3:10])[S:4][N:3]=1.[CH3:11][C:12](Cl)([O:14][CH2:15][C:16]#[CH:17])[CH3:13].[I:19]I.[I-].[K+].[OH-].[K+]>CN(C=O)C>[I:19][C:17]#[C:16][CH2:15][O:14][C:12]([CH3:13])([CH3:11])[O:1][C:2]1[C:6]([C:7]#[N:8])=[C:5]([S:9][CH3:10])[S:4][N:3]=1 |f:3.4,5.6|. Procedure: 1.7 Grams of 3-hydroxy-4-cyano-5-methylthioisothiazole was dissolved in 30 ml of DMF, 1.4 g of 1,1-dimethyl-2-propynyloxymethyl chloride was added thereto, and then the reaction solution was stirred at 50° C. for 1 hour. Thereafter, the reaction solution was ice-cooled to 5° to 10° C., 5.1 g of iodine and 3.5 g of potassium iodide were added thereto, and then 6.6 g of 10% KOH was added dropwise. The temperature of the reaction solution was returned to room temperature, and after stirring for 1 h...